The task is: describe an organic reaction: reactants, conditions, products, and yield. This data is from the Open Reaction Database (ORD), a public repository of structured organic reaction records. Reactants: C(C1=CC=CC=C1)[Li] (benzyllithium), C(C)(=O)C=1N=NN(C1)C=1C=C(C(=O)N[C@H](C)C2=CC=C(C=C2)F)C=C(C1)N(CCC)S(=O)(=O)C (3-(4-acetyl-1H-1,2,3-triazol-1-yl)-N-[(1R)-1-(4-fluorophenyl)ethyl]-5-[(methylsulfonyl)(propyl)amino]benzamide), C(C1=CC=CC=C1)[Li] (benzyllithium), C1CCOC1 (THF). The solvent is CCOCC (ether). Run at time 30 minute. Yields the product FC1=CC=C(C=C1)[C@@H](C)NC(C1=CC(=CC(=C1)N(CCC)S(=O)(=O)C)N1N=NC(=C1)C(CC1=CC=CC=C1)(C)O)=O (N-[(1R)-1-(4-fluorophenyl)ethyl]-3-[4-(1-hydroxy-1-methyl-2-phenylethyl)-1H-1,2,3-triazol-1-yl]-5-[(methylsulfonyl)(propyl)amino]benzamide). RXN SMILES: [C:1]([C:4]1[N:5]=[N:6][N:7]([C:9]2[CH:10]=[C:11]([CH:24]=[C:25]([N:27]([S:31]([CH3:34])(=[O:33])=[O:32])[CH2:28][CH2:29][CH3:30])[CH:26]=2)[C:12]([NH:14][C@@H:15]([C:17]2[CH:22]=[CH:21][C:20]([F:23])=[CH:19][CH:18]=2)[CH3:16])=[O:13])[CH:8]=1)(=[O:3])[CH3:2].C([Li])[C:36]1[CH:41]=[CH:40][CH:39]=[CH:38][CH:37]=1.[CH2:43]1COCC1>CCOCC>[F:23][C:20]1[CH:19]=[CH:18][C:17]([C@H:15]([NH:14][C:12](=[O:13])[C:11]2[CH:24]=[C:25]([N:27]([S:31]([CH3:34])(=[O:32])=[O:33])[CH2:28][CH2:29][CH3:30])[CH:26]=[C:9]([N:7]3[CH:8]=[C:4]([C:1]([OH:3])([CH3:43])[CH2:2][C:36]4[CH:41]=[CH:40][CH:39]=[CH:38][CH:37]=4)[N:5]=[N:6]3)[CH:10]=2)[CH3:16])=[CH:22][CH:21]=1. Procedure details: To a solution of 0.013 g (0.027 mmol) 3-(4-acetyl-1H-1,2,3-triazol-1-yl)-N-[(1R)-1-(4-fluorophenyl)ethyl]-5-[(methylsulfonyl)(propyl)amino]benzamide in 1 mL THF at 0° C. was added 0.3 mL (approx. 0.06 mmol) benzyllithium in ether. After 30 min, another 0.3 mL benzyllithium was added and after a further 30 min the reaction mixture was quenched with 10 mL saturated NH4Cl, extracted w. 20 mL EtOAc, washed with 10 mL brine, dried over MgSO4, filtered, and concentrated. Purification by preparative HP... Starting materials: COCCC(=O)O, CCN=C=NCCCN(C)C, CO, Cl, Nc1ccc(-n2ncc3c(N)ncnc32)cc1, CN(C)C=O, On1nnc2ccccc21. The product is COCCC(=O)Nc1ccc(-n2ncc3c(N)ncnc32)cc1. Reaction SMILES: [CH3:18][O:19][CH2:20][CH2:21][C:22](=[O:23])[OH:24].[CH3:26][N:27]([CH3:28])[CH2:29][CH2:30][CH2:31][N:32]=[C:33]=[N:34][CH2:35][CH3:36].[CH3:52][OH:53].[ClH:25].[NH2:1][c:2]1[cH:3][cH:4][c:5](-[n:8]2[n:9][cH:10][c:11]3[c:12]2[n:13][cH:14][n:15][c:16]3[NH2:17])[cH:6][cH:7]1.[O:47]=[CH:48][N:49]([CH3:50])[CH3:51].[OH:37][n:38]1[c:39]2[cH:40][cH:41][cH:42][cH:43][c:44]2[n:45][n:46]1>>[NH:1]([c:2]1[cH:3][cH:4][c:5](-[n:8]2[n:9][cH:10][c:11]3[c:12]2[n:13][cH:14][n:15][c:16]3[NH2:17])[cH:6][cH:7]1)[C:22]([CH2:21][CH2:20][O:19][CH3:18])=[O:23]. Starting materials: CN, CN(C)CCN, CNC(=O)c1nc(Sc2ccc(NC(=O)C3CC3)cc2)nc(Nc2cc(C)[nH]n2)c1N. Product: Cc1cc(Nc2nc(Sc3ccc(NC(=O)C4CC4)cc3)nc(C(=O)NCCN(C)C)c2N)n[nH]1. Reaction SMILES: [CH3:32][NH2:33].[CH3:34][N:35]([CH3:36])[CH2:37][CH2:38][NH2:39].[CH:1]1([C:4](=[O:5])[NH:6][c:7]2[cH:8][cH:9][c:10]([S:13][c:14]3[n:15][c:16]([NH:25][c:26]4[n:27][nH:28][c:29]([CH3:31])[cH:30]4)[c:17]([NH2:24])[c:18]([C:20](=[O:21])[NH:22][CH3:23])[n:19]3)[cH:11][cH:12]2)[CH2:2][CH2:3]1>>[CH:1]1([C:4](=[O:5])[NH:6][c:7]2[cH:8][cH:9][c:10]([S:13][c:14]3[n:15][c:16]([NH:25][c:26]4[n:27][nH:28][c:29]([CH3:31])[cH:30]4)[c:17]([NH2:24])[c:18]([C:20](=[O:21])[NH:22][CH2:23][CH2:37][N:35]([CH3:34])[CH3:36])[n:19]3)[cH:11][cH:12]2)[CH2:2][CH2:3]1. Reaction SMILES: [CH3:13][CH2:14][OH:15].[N+:1](=[O:2])([O-:3])[c:4]1[cH:5][c:6]([CH2:7][Br:8])[cH:9][cH:10][cH:11]1.[NH3:12]>>[N+:1](=[O:2])([O-:3])[c:4]1[cH:5][c:6]([CH2:7][NH2:12])[cH:9][cH:10][cH:11]1. Yields the product NCc1cccc([N+](=O)[O-])c1. The reactants are CCO, O=[N+]([O-])c1cccc(CBr)c1, N. The reactants are Clc1ccccn1, [K+], Nc1ccc(S)cc1, C1COCCO1, [OH-]. Product: Nc1ccc(Sc2ccccn2)cc1. RXN SMILES: [Cl:1][c:2]1[cH:3][cH:4][cH:5][cH:6][n:7]1.[K+:17].[NH2:8][c:9]1[cH:10][cH:11][c:12]([SH:15])[cH:13][cH:14]1.[O:18]1[CH2:19][CH2:20][O:21][CH2:22][CH2:23]1.[OH-:16]>>[c:2]1([S:15][c:12]2[cH:11][cH:10][c:9]([NH2:8])[cH:14][cH:13]2)[cH:3][cH:4][cH:5][cH:6][n:7]1. Starting materials: ClC1=CC=C(C=C1)S(=O)(=O)C(C#N)=C(SC)NC1=CC(=CC(=C1)Cl)Cl (2-(4-Chloro-phenylsulfonyl)-3-(3,5-dichlorophenylamino)-3-methylsulfanyl-2-propenenitrile), CC(C(C)(C)C)N (1,2,2-trimethylpropylamine). Yields the product ClC1=CC=C(C=C1)S(=O)(=O)C(C#N)=C(NC(C(C)(C)C)C)NC1=CC(=CC(=C1)Cl)Cl (2-(4-Chlorophenylsulfonyl)-3-(3,5-dichlorophenylamino)-3-(1,2,2trimethylpropylamino)-2-propenenitrile). The yield is 60.0%. Reaction SMILES: [Cl:1][C:2]1[CH:7]=[CH:6][C:5]([S:8]([C:11](=[C:14]([NH:17][C:18]2[CH:23]=[C:22]([Cl:24])[CH:21]=[C:20]([Cl:25])[CH:19]=2)SC)[C:12]#[N:13])(=[O:10])=[O:9])=[CH:4][CH:3]=1.[CH3:26][CH:27]([NH2:32])[C:28]([CH3:31])([CH3:30])[CH3:29]>>[Cl:1][C:2]1[CH:7]=[CH:6][C:5]([S:8]([C:11](=[C:14]([NH:17][C:18]2[CH:23]=[C:22]([Cl:24])[CH:21]=[C:20]([Cl:25])[CH:19]=2)[NH:32][CH:27]([CH3:26])[C:28]([CH3:31])([CH3:30])[CH3:29])[C:12]#[N:13])(=[O:10])=[O:9])=[CH:4][CH:3]=1. Reported procedure: 2-(4-Chloro-phenylsulfonyl)-3-(3,5-dichlorophenylamino)-3-methylsulfanyl-2-propenenitrile (0.347 g, 0.8 mmol) was stirred in 1,2,2-trimethylpropylamine (1 ml) for 22 h at 100° C. under nitrogen in a sealed flask. Work up as described in Example 1, 2) gave 235 mg (60%) of the title compound. Mp 163-169° C. 1H NMR (200 MHz, CDCl3): δ=0.9 (s, 9H), 1.0 (d, 3H), 3.05 (m, 1H), 6.85 (br s, 2H), 7.2 (br s, 1H), 7.50 (d, 2H), 7.78 (d, 2H); EI SP/MS: 485 (M+), 487 (M+2), 489 (M+4), 491 (M+6). Starting materials: C(CC)N=C=O (n-propyl isocyanate), NC=1C=CC(=C(C1)C(=O)C1=C(C=C(C=C1)NC1=C(C=C(C=C1)F)F)Cl)C ((5-Amino-2-methyl-phenyl)-[2-chloro-4-(2,4-difluoro-phenylamino)-phenyl]-methanone), compound 259. Run in N1=CC=CC=C1 (pyridine). Reaction conditions: time 18 hour. Yields the product ClC1=C(C(=O)C=2C=C(C=CC2C)NC(=O)NCCC)C=CC(=C1)NC1=C(C=C(C=C1)F)F (1-{3-[2-Chloro-4-(2,4-difluoro-phenylamino)-benzoyl]-4-methyl-phenyl}-3-propyl-urea). Reaction SMILES: [NH2:1][C:2]1[CH:3]=[CH:4][C:5]([CH3:26])=[C:6]([C:8]([C:10]2[CH:15]=[CH:14][C:13]([NH:16][C:17]3[CH:22]=[CH:21][C:20]([F:23])=[CH:19][C:18]=3[F:24])=[CH:12][C:11]=2[Cl:25])=[O:9])[CH:7]=1.[CH2:27]([N:30]=[C:31]=[O:32])[CH2:28][CH3:29]>N1C=CC=CC=1>[Cl:25][C:11]1[CH:12]=[C:13]([NH:16][C:17]2[CH:22]=[CH:21][C:20]([F:23])=[CH:19][C:18]=2[F:24])[CH:14]=[CH:15][C:10]=1[C:8]([C:6]1[CH:7]=[C:2]([NH:1][C:31]([NH:30][CH2:27][CH2:28][CH3:29])=[O:32])[CH:3]=[CH:4][C:5]=1[CH3:26])=[O:9]. Reported procedure: Compound 494 (0.03 g, 0.08 mmol) was dissolved in pyridine (0.2 mL) and n-propyl isocyanate (0.011 mL, 0.12 mmol) was added. The solution was stirred at room temperature for 18 h. Work up as described in, the preparation of compound 259. The crude product was purified by flash chromatography using EtOAc/petroleum ether (40-60) 1:1 as the eluent. This afforded the title compound as a slightly coloured solid. 13C NMR (CD3OD) δ 198.5, 161.0 (dd), 158.3, 157.9 (dd), 151.1, 141.0, 138.9, 136.1, 135.0...